From a dataset of the Open Reaction Database (ORD), a public repository of structured organic reaction records. describe an organic reaction: reactants, conditions, products, and yield Starting materials: CO, [Na+], [OH-], COC(=O)c1ccc(OCCCOc2ccccc2)cc1O. Yields the product O=C(O)c1ccc(OCCCOc2ccccc2)cc1O. RXN SMILES: [CH3:25][OH:26].[Na+:24].[OH-:23].[OH:1][c:2]1[c:3]([C:4](=[O:5])[O:6][CH3:7])[cH:8][cH:9][c:10]([O:12][CH2:13][CH2:14][CH2:15][O:16][c:17]2[cH:18][cH:19][cH:20][cH:21][cH:22]2)[cH:11]1>>[OH:1][c:2]1[c:3]([C:4](=[O:5])[OH:6])[cH:8][cH:9][c:10]([O:12][CH2:13][CH2:14][CH2:15][O:16][c:17]2[cH:18][cH:19][cH:20][cH:21][cH:22]2)[cH:11]1. Reactants: COc1ccc(C(=O)Cl)cc1[N+](=O)[O-], COc1ccc(C(=O)O)cc1[N+](=O)[O-], CCN(C(C)C)C(C)C, ClCCl, Nc1ccccn1, O=S(Cl)Cl. Product: COc1ccc(C(=O)Nc2ccccn2)cc1[N+](=O)[O-]. RXN SMILES: [CH3:19][O:20][c:21]1[cH:22][cH:23][c:24]([C:25]([Cl:26])=[O:27])[cH:28][c:29]1[N+:30]([O-:31])=[O:32].[CH3:1][O:2][c:3]1[c:4]([N+:12](=[O:13])[O-:14])[cH:5][c:6]([C:7](=[O:8])[OH:9])[cH:10][cH:11]1.[CH:40]([N:41]([CH2:42][CH3:43])[CH:44]([CH3:45])[CH3:46])([CH3:47])[CH3:48].[Cl:49][CH2:50][Cl:51].[NH2:33][c:34]1[n:35][cH:36][cH:37][cH:38][cH:39]1.[S:15]([Cl:16])([Cl:17])=[O:18]>>[CH3:1][O:2][c:3]1[c:4]([N+:12](=[O:13])[O-:14])[cH:5][c:6]([C:7](=[O:9])[NH:33][c:34]2[n:35][cH:36][cH:37][cH:38][cH:39]2)[cH:10][cH:11]1. Starting materials: C(C=C)(=O)OC(C)(C)C (tert-butyl acrylate), C(C1=CC=CC=C1)OC(=O)N(C)CC1=CN(C2=CC=CC=C12)C(C)C (3-[N-(Benzyloxycarbonyl)-N-methylaminomethyl]-1-isopropyl-1H-indole), C(C1=CC=CC=C1)OC(=O)N(C)CC1=CN(C2=CC=CC=C12)CC1=CC=CC=C1 (3-[N-(Benzyloxycarbonyl)-N-methylaminomethyl]-1-benzyl-1H-indole). Yields the product C(C)N1C=C(C2=CC=CC=C12)CNC (1-ethyl-3-(methylaminomethyl)-1H-indole). Isolated yield 87.3%. RXN SMILES: C(OC(C)(C)C)(=O)C=C.C(O[C:18]([N:20]([CH2:22][C:23]1[C:31]2[C:26](=[CH:27][CH:28]=[CH:29][CH:30]=2)[N:25]([CH:32](C)[CH3:33])[CH:24]=1)C)=O)C1C=CC=CC=1.C(OC(N(CC1C2C(=CC=CC=2)N(CC2C=CC=CC=2)C=1)C)=O)C1C=CC=CC=1>>[CH2:32]([N:25]1[C:26]2[C:31](=[CH:30][CH:29]=[CH:28][CH:27]=2)[C:23]([CH2:22][NH:20][CH3:18])=[CH:24]1)[CH3:33]. Procedure: According to the procedure of Preparation 17 (c), except substituting 3-[N-(Benzyloxycarbonyl)-N-methylaminomethyl]-1-isopropyl-1H-indole (0.99 g, 2.98 mmole) for the 3-[N-(Benzyloxycarbonyl)-N-methylaminomethyl]-1-benzyl-1H-indole, the title compound (0.49 g, 82%) was prepared as a white solid: MS (ES) ml/e 405 (2M+H)+.